This data is from the Open Reaction Database (ORD), a public repository of structured organic reaction records. The task is: describe an organic reaction: reactants, conditions, products, and yield The reactants are C(C1=CC=CC=C1)(=O)NC(C(=O)N[C@@H](C)C(=O)O)SC(C1=CC=CC=C1)=O (N-[N-Benzoyl-α-(benzoylthio)-glycyl]-alanine). Solvent: C(C)OCC (diethyl ether). The product is C(C1=CC=CC=C1)(=O)NC(C(=O)NCC(=O)O)SC(C1=CC=CC=C1)=O (N-[N-Benzoyl-α-(benzoylthio)-glycyl]-glycine). Reaction SMILES: [C:1]([NH:9][CH:10]([S:19][C:20](=[O:27])[C:21]1[CH:26]=[CH:25][CH:24]=[CH:23][CH:22]=1)[C:11]([NH:13][C@H:14]([C:16]([OH:18])=[O:17])C)=[O:12])(=[O:8])[C:2]1[CH:7]=[CH:6][CH:5]=[CH:4][CH:3]=1>C(OCC)C>[C:1]([NH:9][CH:10]([S:19][C:20](=[O:27])[C:21]1[CH:26]=[CH:25][CH:24]=[CH:23][CH:22]=1)[C:11]([NH:13][CH2:14][C:16]([OH:18])=[O:17])=[O:12])(=[O:8])[C:2]1[CH:3]=[CH:4][CH:5]=[CH:6][CH:7]=1. Procedure details: N-[N-Benzoyl-α-(benzoylthio)-glycyl]-alanine, in the form of a diastereomer mixture, melting point 162°-164° C. (diethyl ether), Rf=0.47 and 0.40 in system I. Starting materials: COC=1C=C(C=CC1)B(O)O (3-methoxyphenyl boronic acid), BrC=1C=C(C=CC1Cl)[C@H]1CC(NC1)=O ((4R)-4-(3-bromo-4-chlorophenyl)pyrrolidin-2-one), COC (methyl ether). The product is Cl.NC[C@H](CC(=O)O)C1=CC(=C(C=C1)Cl)C1=CC(=CC=C1)O ((3R)-4-Amino-3-[4-chloro-3-(3-hydroxyphenyl)phenyl]butanoic acid hydrochloride). Reaction SMILES: C[O:2][C:3]1[CH:4]=[C:5](B(O)O)[CH:6]=[CH:7][CH:8]=1.Br[C:13]1[CH:14]=[C:15]([C@@H:20]2[CH2:24][NH:23][C:22](=[O:25])[CH2:21]2)[CH:16]=[CH:17][C:18]=1[Cl:19].C[O:27]C>>[ClH:19].[NH2:23][CH2:24][C@@H:20]([C:15]1[CH:16]=[CH:17][C:18]([Cl:19])=[C:13]([C:5]2[CH:6]=[CH:7][CH:8]=[C:3]([OH:2])[CH:4]=2)[CH:14]=1)[CH2:21][C:22]([OH:25])=[O:27] |f:3.4|. Reported procedure: Following the cross-coupling procedure according to Example 25 using 3-methoxyphenyl boronic acid and (4R)-4-(3-bromo-4-chlorophenyl)pyrrolidin-2-one followed by hydrolysis of the methyl ether using 48% HBr provided the title compound (34). 1H-NMR (400 MHz, CD3OD): δ 2.67-2.73 (dd, J=16.4, 6.4 Hz, 1H), 2.80-2.85 (dd, J=16.4, 7.6 Hz, 1H), 3.19-3.25 (dd, J=12.4, 12.0 Hz, 1H), 3.32-3.37 (m, 1H), 3.39-3.47 (m, 1H), 6.79-6.81 (m, 1H), 6.85-6.87 (m, 2H), 7.21-7.25 (m, 1H), 7.28-7.33 (m, 2H), 7.48-7.50... The reactants are C1CCOC1, CC(=O)O, CCO, [H][H], [OH-], [OH-], [Pd+2], CC(Oc1ccccc1)C(=O)NC1CC(n2cnc3c(NCC(c4ccccc4)c4ccccc4)nc(N4CCC(NC(=O)Nc5cccnc5)C4)nc32)C(O)C1O. Yields the product CC(O)C(=O)NC1CC(n2cnc3c(NCC(c4ccccc4)c4ccccc4)nc(N4CCC(NC(=O)Nc5cccnc5)C4)nc32)C(O)C1O. RXN SMILES: [CH2:68]1[O:69][CH2:70][CH2:71][CH2:72]1.[CH3:59][C:60](=[O:61])[OH:62].[CH3:65][CH2:66][OH:67].[H:63][H:64].[OH-:73].[OH-:75].[Pd+2:74].[c:1]1([CH:7]([CH2:8][NH:9][c:10]2[c:11]3[n:12][cH:13][n:14]([CH:34]4[CH:35]([OH:52])[CH:36]([OH:51])[CH:37]([NH:39][C:40]([CH:41]([CH3:42])[O:43][c:44]5[cH:45][cH:46][cH:47][cH:48][cH:49]5)=[O:50])[CH2:38]4)[c:15]3[n:16][c:17]([N:19]3[CH2:20][CH:21]([NH:24][C:25](=[O:26])[NH:27][c:28]4[cH:29][n:30][cH:31][cH:32][cH:33]4)[CH2:22][CH2:23]3)[n:18]2)[c:53]2[cH:54][cH:55][cH:56][cH:57][cH:58]2)[cH:2][cH:3][cH:4][cH:5][cH:6]1>>[c:1]1([CH:7]([CH2:8][NH:9][c:10]2[c:11]3[n:12][cH:13][n:14]([CH:34]4[CH:35]([OH:52])[CH:36]([OH:51])[CH:37]([NH:39][C:40]([CH:41]([CH3:42])[OH:43])=[O:50])[CH2:38]4)[c:15]3[n:16][c:17]([N:19]3[CH2:20][CH:21]([NH:24][C:25](=[O:26])[NH:27][c:28]4[cH:29][n:30][cH:31][cH:32][cH:33]4)[CH2:22][CH2:23]3)[n:18]2)[c:53]2[cH:54][cH:55][cH:56][cH:57][cH:58]2)[cH:2][cH:3][cH:4][cH:5][cH:6]1. The solvent is C(C)(=O)OCC (ethyl acetate). Isolated yield 95.1%. RXN SMILES: [N:1]([CH2:4][C@H:5]1[O:11][C@H:8]([O:9][CH3:10])[C@H:7](OS(C(F)(F)F)(=O)=O)[C@H:6]1[O:20][CH2:21][C:22]1[CH:27]=[CH:26][CH:25]=[CH:24][CH:23]=1)=[N+]=[N-]>C(OCC)(=O)C.[Pd]>[CH2:21]([O:20][C@H:6]1[C@H:5]2[CH2:4][NH:1][C@@H:7]1[C@H:8]([O:11]2)[O:9][CH3:10])[C:22]1[CH:27]=[CH:26][CH:25]=[CH:24][CH:23]=1. Reagents/catalysts: [Pd] (palladium on charcoal). Yields the product C(C1=CC=CC=C1)O[C@@H]1[C@H]2[C@@H](OC)O[C@@H]1CN2 (methyl 3-O-Benzyl-2,5-dideoxy-2,5-imino-α-D-lyxofuranoside). Starting materials: N(=[N+]=[N-])C[C@@H]1[C@@H]([C@H]([C@@H](OC)O1)OS(=O)(=O)C(F)(F)F)OCC1=CC=CC=C1 (Methyl 5-azido-3-O-benzyl-5-deoxy-2-O-trifluoromethanesulphonyl-α-D-xylofuranoside). Procedure: Methyl 5-azido-3-O-benzyl-5-deoxy-2-O-trifluoromethanesulphonyl-α-D-xylofuranoside (12α) (1.60 g, 3.89 mmol) was dissolved in ethyl acetate (30 ml) and stirred under hydrogen at room temperature with 5% palladium on charcoal (200 mg) for four hours. The solution was filtered through celite, concentrated, and purified by flash chromatography (10% ethanol in dichloromethane) to yield methyl 3-O-Benzyl-2,5-dideoxy-2,5-imino-α-D-lyxofuranoside (870 mg, 95%) as a pale brown oil, which rapidly darkene... Reactants: COC(=O)C=1C(SC2=CC=CC=C2C1O)=O (4-hydroxy-2-oxo-2H-thiochromene-3-carboxylic acid methyl ester), 3(c), N[C@@H](C)C(=O)O (L-alanine), C[O-].[Na+] (NaOMe). Solvent: COCCO (2-methoxyethanol). The product is OC1=C(C(SC2=CC=CC=C12)=O)C(=O)N[C@H](C(=O)O)C (2-(S)-[(4-Hydroxy-2-oxo-2H-thiochromene-3-carbonyl)-amino]-propionic acid). Reaction SMILES: CO[C:3]([C:5]1[C:6](=[O:16])[S:7][C:8]2[C:13]([C:14]=1[OH:15])=[CH:12][CH:11]=[CH:10][CH:9]=2)=[O:4].[NH2:17][C@H:18]([C:20]([OH:22])=[O:21])[CH3:19].C[O-].[Na+]>COCCO>[OH:15][C:14]1[C:13]2[C:8](=[CH:9][CH:10]=[CH:11][CH:12]=2)[S:7][C:6](=[O:16])[C:5]=1[C:3]([NH:17][C@@H:18]([CH3:19])[C:20]([OH:22])=[O:21])=[O:4] |f:2.3|. Procedure: A mixture of 4-hydroxy-2-oxo-2H-thiochromene-3-carboxylic acid methyl ester compound 3(c) (103 mg, 0.44 mmol), L-alanine (583 mg, 6.55 mmol) and NaOMe (285 mg, 5.28 mmol) in 2-methoxyethanol (14 mL) was refluxed for 6 h and concentrated. Residue was dissolved in water (100 mL) and acidified by 1 N HCl solution to pH=3-4. Precipitate was collected and rinsed with water. It was dried in vacuo and then triturated in MeOH (10 mL). Solid was collected and dried in vacuo to provide the title compound ...